From a dataset of the Open Reaction Database (ORD), a public repository of structured organic reaction records. describe an organic reaction: reactants, conditions, products, and yield Reactants: CCO, O=C[O-], [NH4+], O=C(OCc1ccccc1)N1CCC(O)(c2cncc(C(F)(F)F)c2)CC1. Product: OC1(c2cncc(C(F)(F)F)c2)CCNCC1. Reaction SMILES: [CH3:32][CH2:33][OH:34].[CH:28]([O-:29])=[O:30].[NH4+:31].[OH:1][C:2]1([c:18]2[cH:19][n:20][cH:21][c:22]([C:24]([F:25])([F:26])[F:27])[cH:23]2)[CH2:3][CH2:4][N:5]([C:8]([O:9][CH2:10][c:11]2[cH:12][cH:13][cH:14][cH:15][cH:16]2)=[O:17])[CH2:6][CH2:7]1>>[OH:1][C:2]1([c:18]2[cH:19][n:20][cH:21][c:22]([C:24]([F:25])([F:26])[F:27])[cH:23]2)[CH2:3][CH2:4][NH:5][CH2:6][CH2:7]1. Reactants: C(CCC)[Li] (n-butyllithium), ClC1=CC=CC(=C1C)F (6-chloro-2-fluorotoluene), [Cl-].[NH4+] (ammonium chloride), C(=O)=O (carbon dioxide). Solvent: CCCCCC (hexane), C1CCOC1 (THF). Reaction conditions: temperature -70 celsius, time 2 hour. Yields the product ClC1=C(C(=C(C(=O)O)C=C1)F)C (4-chloro-2-fluoro-3-methylbenzoic acid). Yield: 24.0%. Reaction SMILES: [Cl:1][C:2]1[C:7]([CH3:8])=[C:6]([F:9])[CH:5]=[CH:4][CH:3]=1.C([Li])CCC.[C:15](=[O:17])=[O:16].[Cl-].[NH4+]>C1COCC1.CCCCCC>[Cl:1][C:2]1[CH:3]=[CH:4][C:5]([C:15]([OH:17])=[O:16])=[C:6]([F:9])[C:7]=1[CH3:8] |f:3.4|. Reported procedure: 29.0 g (0.200 mol) of 6-chloro-2-fluorotoluene are dissolved, with stirring, in 200 ml of dry THF. After cooling to -70° C., 151.0 ml (0.24 mol) of n-butyllithium in solution in hexane are added dropwise. After 2 hours, the reaction mixture maintained at -70° C. is poured onto solid carbon dioxide. After returning to room temperature, an aqueous ammonium chloride solution is added. The aqueous phase is extracted with ether, acidified with 6N hydrochloric acid and extracted with ether. The organi...